Dataset: the Open Reaction Database (ORD), a public repository of structured organic reaction records. Task: describe an organic reaction: reactants, conditions, products, and yield Solvent: N1=CC=CC=C1 (pyridine), CO (methanol), ClCCl (dichloromethane), ClCCl (dichloromethane). Procedure: (S)-1-(2-thiopheneacetyl)-3-piperidinecarboxaldehyde (117.4 mg. 0.50 mmol) was dissolved in dichloromethane (2.5 ml). Anhydrous methanol (80 l), dry pyridine (100 g), and hydroxylamine hydrochloride (38.2 mg; 0.55 mmol) were added and the mixture was allowed to stir at ambient temperature for 1 hour. The mixture was then evaporated under reduced pressure at ambient temperature. The residue was suspended in fresh dichloromethane (3 ml). Dry pyridine (80 μl) was added to this mixture, followed by ... The reactants are Cl.NO (hydroxylamine hydrochloride), C([O-])(O)=O.[Na+] (sodium bicarbonate), S1C(=CC=C1)CC(=O)N1C[C@H](CCC1)C=O ((S)-1-(2-thiopheneacetyl)-3-piperidinecarboxaldehyde), C1(=CC=CC=C1)P(=O)(Cl)Cl (phenylphosphonic dichloride). RXN SMILES: [S:1]1[CH:5]=[CH:4][CH:3]=[C:2]1[CH2:6][C:7]([N:9]1[CH2:14][CH2:13][CH2:12][C@H:11]([CH:15]=O)[CH2:10]1)=[O:8].Cl.[NH2:18]O.C1(P(Cl)(Cl)=O)C=CC=CC=1.C(=O)(O)[O-].[Na+]>ClCCl.N1C=CC=CC=1.CO>[S:1]1[CH:5]=[CH:4][CH:3]=[C:2]1[CH2:6][C:7]([N:9]1[CH2:14][CH2:13][CH2:12][C@H:11]([C:15]#[N:18])[CH2:10]1)=[O:8] |f:1.2,4.5|. The yield is 60.9%. Run at time 1 hour. Yields the product S1C(=CC=C1)CC(=O)N1C[C@H](CCC1)C#N ((S)-1-(2-thiopheneacetyl)-3-piperidinonitrile). Reactants: CC(C)=O, [O-][I+3]([O-])([O-])[O-], [Na+], [Na+], O=C([O-])O, C=Cc1ccc2[nH]c(C(N)=O)c(S(=O)(=O)N3CCOCC3)c2c1, O, O=[Os](=O)(=O)=O. Product: NC(=O)c1[nH]c2ccc(C=O)cc2c1S(=O)(=O)N1CCOCC1. Reaction SMILES: [CH3:36][C:37](=[O:38])[CH3:39].[I+3:24]([O-:25])([O-:26])([O-:27])[O-:28].[Na+:29].[Na+:35].[O-:31][C:32]([OH:33])=[O:34].[O:1]1[CH2:2][CH2:3][N:4]([S:7](=[O:8])(=[O:9])[c:10]2[c:11]([C:21](=[O:22])[NH2:23])[nH:12][c:13]3[cH:14][cH:15][c:16]([CH:19]=[CH2:20])[cH:17][c:18]23)[CH2:5][CH2:6]1.[OH2:30].[Os:40](=[O:41])(=[O:42])(=[O:43])=[O:44]>>[O:1]1[CH2:2][CH2:3][N:4]([S:7](=[O:8])(=[O:9])[c:10]2[c:11]([C:21](=[O:22])[NH2:23])[nH:12][c:13]3[cH:14][cH:15][c:16]([CH:19]=[O:25])[cH:17][c:18]23)[CH2:5][CH2:6]1. The product is COc1cc(-c2ccc(C(F)(F)F)cn2)ccn1. Reactants: FC(F)(F)c1ccc(Br)nc1, COc1cc(B2OC(C)(C)C(C)(C)O2)ccn1, CS(C)=O, [K+], [K+], O=C([O-])[O-]. As a reaction SMILES: [Br:1][c:2]1[n:3][cH:4][c:5]([C:8]([F:9])([F:10])[F:11])[cH:6][cH:7]1.[CH3:12][O:13][c:14]1[n:15][cH:16][cH:17][c:18]([B:20]2[O:21][C:22]([CH3:23])([CH3:24])[C:25]([CH3:26])([CH3:27])[O:28]2)[cH:19]1.[CH3:35][S:36]([CH3:37])=[O:38].[K+:29].[K+:30].[O-:31][C:32]([O-:33])=[O:34]>>[c:2]1(-[c:18]2[cH:17][cH:16][n:15][c:14]([O:13][CH3:12])[cH:19]2)[n:3][cH:4][c:5]([C:8]([F:9])([F:10])[F:11])[cH:6][cH:7]1. Starting materials: BrCCCCCCCCBr, [Na+], [O-]c1ccccc1. Product: BrCCCCCCCCOc1ccccc1. RXN SMILES: [Br:9][CH2:10][CH2:11][CH2:12][CH2:13][CH2:14][CH2:15][CH2:16][CH2:17][Br:18].[Na+:1].[O-:2][c:3]1[cH:4][cH:5][cH:6][cH:7][cH:8]1>>[O:2]([c:3]1[cH:4][cH:5][cH:6][cH:7][cH:8]1)[CH2:17][CH2:16][CH2:15][CH2:14][CH2:13][CH2:12][CH2:11][CH2:10][Br:9]. Reactants: OC1=NN(C=C1CCC(=O)OCC)CC1=CC=C(C=C1)OCC=1N=C(OC1C)C1=CC=CC=C1 (ethyl 3-[3-hydroxy-1-[4-(5-methyl-2-phenyl-4-oxazolylmethoxy)benzyl]-1H-pyrazol-4-yl]propionate), [H-].[Na+] (sodium hydride), O (water), IC (Iodomethane). The solvent is CN(C=O)C (N,N-dimethylformamide). Conditions: time 30 minute. The product is COC1=NN(C=C1CCC(=O)OCC)CC1=CC=C(C=C1)OCC=1N=C(OC1C)C1=CC=CC=C1 (ethyl 3-[3-methoxy-1-[4-(5-methyl-2-phenyl-4-oxazolylmethoxy)benzyl]-1H-pyrazol-4-yl]propionate). Yield: 80.0%. RXN SMILES: [OH:1][C:2]1[C:6]([CH2:7][CH2:8][C:9]([O:11][CH2:12][CH3:13])=[O:10])=[CH:5][N:4]([CH2:14][C:15]2[CH:20]=[CH:19][C:18]([O:21][CH2:22][C:23]3[N:24]=[C:25]([C:29]4[CH:34]=[CH:33][CH:32]=[CH:31][CH:30]=4)[O:26][C:27]=3[CH3:28])=[CH:17][CH:16]=2)[N:3]=1.[H-].[Na+].I[CH3:38].O>CN(C)C=O>[CH3:38][O:1][C:2]1[C:6]([CH2:7][CH2:8][C:9]([O:11][CH2:12][CH3:13])=[O:10])=[CH:5][N:4]([CH2:14][C:15]2[CH:16]=[CH:17][C:18]([O:21][CH2:22][C:23]3[N:24]=[C:25]([C:29]4[CH:30]=[CH:31][CH:32]=[CH:33][CH:34]=4)[O:26][C:27]=3[CH3:28])=[CH:19][CH:20]=2)[N:3]=1 |f:1.2|. Procedure details: To a solution of ethyl 3-[3-hydroxy-1-[4-(5-methyl-2-phenyl-4-oxazolylmethoxy)benzyl]-1H-pyrazol-4-yl]propionate (462 mg) in N,N-dimethylformamide (10 ml), sodium hydride (60%, oily, 40.0 mg) was added at 0° C., and the solution was stirred at room temperature for 30 minutes. Iodomethane (0.187 ml) was added to the reaction mixture, which was stirred at room temperature for one hour. The reaction mixture was poured into water, which was extracted with ethyl acetate. The ethyl acetate layer was w... The reactants are COC=1C=C(CC2NCCC3=CC(=C(C=C23)OC(C)C)OC)C=CC1OC (1-(3,4-Dimethoxy-benzyl)-6-methoxy-7-isopropoxy-1,2,3,4-tetrahydroisoquinoline), BrCC(=O)Br (2-bromoacetyl bromide), NC1CCC2=CC(=CC=C12)Br (1-amino-5-bromo-indane). The product is COC=1C=C(CC2N(CCC3=CC(=C(C=C23)OC(C)C)OC)CC(=O)NC2CCC3=CC(=CC=C23)Br)C=CC1OC (2-[1-(3,4-Dimethoxy-benzyl)-6-methoxy-7-isopropoxy-3,4-dihydro-1H-isoquinolin-2-yl]-N-(5-bromo-indan-1-yl)-acetamide). RXN SMILES: [CH3:1][O:2][C:3]1[CH:4]=[C:5]([CH:23]=[CH:24][C:25]=1[O:26][CH3:27])[CH2:6][CH:7]1[C:16]2[C:11](=[CH:12][C:13]([O:21][CH3:22])=[C:14]([O:17][CH:18]([CH3:20])[CH3:19])[CH:15]=2)[CH2:10][CH2:9][NH:8]1.Br[CH2:29][C:30](Br)=[O:31].[NH2:33][CH:34]1[C:42]2[C:37](=[CH:38][C:39]([Br:43])=[CH:40][CH:41]=2)[CH2:36][CH2:35]1>>[CH3:1][O:2][C:3]1[CH:4]=[C:5]([CH:23]=[CH:24][C:25]=1[O:26][CH3:27])[CH2:6][CH:7]1[C:16]2[C:11](=[CH:12][C:13]([O:21][CH3:22])=[C:14]([O:17][CH:18]([CH3:20])[CH3:19])[CH:15]=2)[CH2:10][CH2:9][N:8]1[CH2:29][C:30]([NH:33][CH:34]1[C:42]2[C:37](=[CH:38][C:39]([Br:43])=[CH:40][CH:41]=2)[CH2:36][CH2:35]1)=[O:31]. Procedure details: prepared by reaction of 1-(3,4-Dimethoxy-benzyl)-6-methoxy-7-isopropoxy-1,2,3,4-tetrahydroisoquinoline and 2-bromoacetyl bromide with 1-amino-5-bromo-indane The reactants are [N+](=O)([O-])C1=C(C=CC(=C1)[N+](=O)[O-])O (2,4-dinitrophenol), C([O-])([O-])=O.[K+].[K+] (potassium carbonate), CBr (methyl bromide). Run in C(C(C)C)C(=O)C (methyl isobutyl ketone). Reaction conditions: time 5 hour. Yields the product [N+](=O)([O-])C1=C(C=CC(=C1)[N+](=O)[O-])OC (2,4-Dinitroanisole). RXN SMILES: [N+:1]([C:4]1[CH:9]=[C:8]([N+:10]([O-:12])=[O:11])[CH:7]=[CH:6][C:5]=1[OH:13])([O-:3])=[O:2].[C:14](=O)([O-])[O-].[K+].[K+].CBr>C(C(C)=O)C(C)C>[N+:1]([C:4]1[CH:9]=[C:8]([N+:10]([O-:12])=[O:11])[CH:7]=[CH:6][C:5]=1[O:13][CH3:14])([O-:3])=[O:2] |f:1.2.3|. Procedure details: A 1 liter reactor is charged with 300 ml of methyl isobutyl ketone, 79.17 g of 2,4-dinitrophenol (100%) and 175.9 g of ground potassium carbonate and 63.6 g of methyl bromide. The autoclave is closed and heated for 3 hours to 115°-120° C. (pressure: 3.5 bar). The temperature is then kept for a further 5 hours at 140°-142° C. (pressure: 5-3 bar, falling). After cooling to c. 25° C., the solvent is distilled off at 50° C. under a partial vacuum and the salt-containing residue is taken up in warm w... The reactants are C1CCC(CC1)N=C=NC2CCCCC2 (DCC), NN (hydrazine). Product: C1(CCCCC1)NC(=NC1CCCCC1)NNC(NC1CCCCC1)=NC1CCCCC1 (N,N',N",N'"-tetracyclohexylhydrazinedicarboximidamide). Reaction SMILES: [CH2:1]1[CH2:6][CH2:5][CH:4]([N:7]=[C:8]=[N:9][CH:10]2[CH2:15][CH2:14][CH2:13][CH2:12][CH2:11]2)[CH2:3][CH2:2]1.[NH2:16][NH2:17]>>[CH:10]1([NH:9][C:8]([NH:16][NH:17][C:8](=[N:7][CH:4]2[CH2:5][CH2:6][CH2:1][CH2:2][CH2:3]2)[NH:9][CH:10]2[CH2:15][CH2:14][CH2:13][CH2:12][CH2:11]2)=[N:7][CH:4]2[CH2:3][CH2:2][CH2:1][CH2:6][CH2:5]2)[CH2:15][CH2:14][CH2:13][CH2:12][CH2:11]1. Reported procedure: DCC (1.03 g, 4.97 mmol) was dissolved in tetrahydrofuran (15 mL). Hydrazine (135 mg, 4.22 mmol) was added via syringe. Stirring 30 hours at room temperature produced a clear yellow mixture which was evaporated to a white powder (922 mg). Solution of this powder in diethyl ether, filtration and acidification with HCl (60 mL of saturated Et2O) gave a yellow white precipitate (856 mg). Two recrystallizations (EtOH in an Et2O chamber) gave white prisms (133 mg, 18%, M.P. 288°-290° C.). The low perce... Starting materials: [N+](=O)([O-])C1=CC=C(C(=O)N[C@@H](C)C(=O)O)C=C1 (4-Nitrobenzoylalanine). Reagents/catalysts: [Pd] (palladium-charcoal). The solvent is C(C)O (ethanol). Yields the product NC1=CC=C(C(=O)N[C@@H](C)C(=O)O)C=C1 (4-aminobenzoylalanine). RXN SMILES: [N+:1]([C:4]1[CH:17]=[CH:16][C:7]([C:8]([NH:10][C@H:11]([C:13]([OH:15])=[O:14])[CH3:12])=[O:9])=[CH:6][CH:5]=1)([O-])=O>[Pd].C(O)C>[NH2:1][C:4]1[CH:17]=[CH:16][C:7]([C:8]([NH:10][C@H:11]([C:13]([OH:15])=[O:14])[CH3:12])=[O:9])=[CH:6][CH:5]=1. Reported procedure: 2 g. 4-Nitrobenzoylalanine in 50 ml. ethanol were hydrogenated in the presence of 0.2 g. palladium-charcoal (5%). Removal of the catalyst and of the solvent gave a solid which was crystallised from ethanol-diethyl ether (1:2 v/v) to give 4-aminobenzoylalanine; m.p. 198°-199° C.